Dataset: the Open Reaction Database (ORD), a public repository of structured organic reaction records. Task: describe an organic reaction: reactants, conditions, products, and yield The reactants are Cc1ccccc1, [N-]=[N+]=NCCCC(=O)c1ccccc1, O, O, OCCO, Cc1ccc(S(=O)(=O)O)cc1. Product: [N-]=[N+]=NCCCC1(c2ccccc2)OCCO1. Reaction SMILES: [CH3:32][c:33]1[cH:34][cH:35][cH:36][cH:37][cH:38]1.[N:1](=[N+:2]=[N-:3])[CH2:4][CH2:5][CH2:6][C:7](=[O:8])[c:9]1[cH:10][cH:11][cH:12][cH:13][cH:14]1.[OH2:19].[OH2:31].[OH:15][CH2:16][CH2:17][OH:18].[c:20]1([CH3:21])[cH:22][cH:23][c:24]([S:25]([OH:26])(=[O:27])=[O:28])[cH:29][cH:30]1>>[N:1](=[N+:2]=[N-:3])[CH2:4][CH2:5][CH2:6][C:7]1([c:9]2[cH:10][cH:11][cH:12][cH:13][cH:14]2)[O:8][CH2:17][CH2:16][O:15]1. Starting materials: CCCCCC, CCOC(C)=O, CC(=O)C(O)Cc1ccccc1, CC(=O)CCc1ccccc1. Yields the product O=C(CO)CCc1ccccc1. RXN SMILES: [CH3:1][CH2:2][CH2:3][CH2:4][CH2:5][CH3:6].[CH3:30][CH2:31][O:32][C:33](=[O:34])[CH3:35].[OH:18][CH:19]([CH2:20][c:21]1[cH:22][cH:23][cH:24][cH:25][cH:26]1)[C:27](=[O:28])[CH3:29].[c:7]1([CH2:13][CH2:14][C:15]([CH3:16])=[O:17])[cH:8][cH:9][cH:10][cH:11][cH:12]1>>[c:7]1([CH2:13][CH2:14][C:15]([CH2:16][OH:18])=[O:17])[cH:8][cH:9][cH:10][cH:11][cH:12]1. The reactants are BrC=1C=C(C=O)C=CC1OC (3-bromo-4-methoxybenzaldehyde), [BH4-].[Na+] (sodium borohydride). The solvent is C(C)O (ethanol), O1CCCC1 (tetrahydrofuran). Reaction conditions: temperature 0 celsius, time 2 hour. Yields the product BrC=1C=C(CO)C=CC1OC (3-bromo-4-methoxybenzyl alcohol). The yield is 99.1%. Reaction SMILES: [Br:1][C:2]1[CH:3]=[C:4]([CH:7]=[CH:8][C:9]=1[O:10][CH3:11])[CH:5]=[O:6].[BH4-].[Na+]>C(O)C.O1CCCC1>[Br:1][C:2]1[CH:3]=[C:4]([CH:7]=[CH:8][C:9]=1[O:10][CH3:11])[CH2:5][OH:6] |f:1.2|. Reported procedure: To a solution of 3-bromo-4-methoxybenzaldehyde (4.98 g) in ethanol (50 mL) and tetrahydrofuran (10 mL) was added sodium borohydride (1.31 g) under ice-water cooling. The mixture was stirred at 0° C. for 2 hours. After evaporation of the solvent, the residue was partitioned between ethyl acetate and water. The separated organic layer was washed successively with water and brine, and dried over magnesium sulfate. The organic layer was evaporated in vacuo to give 3-bromo-4-methoxybenzyl alcohol as ... Starting materials: C1CCOC1, CC#N, O=C(OO)c1cccc(Cl)c1, Cl, O, N#CC1(c2ccccn2)CCN(Cc2cc3c(=O)n(C4CCCCC4O)cnc3c3ccccc23)CC1. The product is N#CC1(c2ccccn2)CC[N+]([O-])(Cc2cc3c(=O)n(C4CCCCC4O)cnc3c3ccccc23)CC1. RXN SMILES: [CH2:53]1[O:54][CH2:55][CH2:56][CH2:57]1.[CH3:50][C:51]#[N:52].[Cl:39][c:40]1[cH:41][c:42]([C:47](=[O:44])[O:48][OH:49])[cH:43][cH:45][cH:46]1.[ClH:38].[OH2:58].[OH:1][CH:2]1[CH:3]([n:8]2[cH:9][n:10][c:11]3[c:12]4[c:13]([c:14]([CH2:19][N:20]5[CH2:21][CH2:22][C:23]([C:26]#[N:27])([c:28]6[n:29][cH:30][cH:31][cH:32][cH:33]6)[CH2:24][CH2:25]5)[cH:15][c:16]3[c:17]2=[O:18])[cH:34][cH:35][cH:36][cH:37]4)[CH2:4][CH2:5][CH2:6][CH2:7]1>>[OH:1][CH:2]1[CH:3]([n:8]2[cH:9][n:10][c:11]3[c:12]4[c:13]([c:14]([CH2:19][N+:20]5([O-:44])[CH2:21][CH2:22][C:23]([C:26]#[N:27])([c:28]6[n:29][cH:30][cH:31][cH:32][cH:33]6)[CH2:24][CH2:25]5)[cH:15][c:16]3[c:17]2=[O:18])[cH:34][cH:35][cH:36][cH:37]4)[CH2:4][CH2:5][CH2:6][CH2:7]1. Reactants: CO, CCOC(=O)c1ccc2nc(C)c(=O)n(Cc3ccc(Cl)cc3Cl)c2c1, Cl, [Na+], [OH-], O. Yields the product Cc1nc2ccc(C(=O)O)cc2n(Cc2ccc(Cl)cc2Cl)c1=O. Reaction SMILES: [CH3:29][OH:30].[Cl:1][c:2]1[c:3]([CH2:4][n:5]2[c:6](=[O:21])[c:7]([CH3:20])[n:8][c:9]3[cH:10][cH:11][c:12]([C:15](=[O:16])[O:17][CH2:18][CH3:19])[cH:13][c:14]23)[cH:22][cH:23][c:24]([Cl:26])[cH:25]1.[ClH:31].[Na+:28].[OH-:27].[OH2:32]>>[Cl:1][c:2]1[c:3]([CH2:4][n:5]2[c:6](=[O:21])[c:7]([CH3:20])[n:8][c:9]3[cH:10][cH:11][c:12]([C:15](=[O:16])[OH:17])[cH:13][c:14]23)[cH:22][cH:23][c:24]([Cl:26])[cH:25]1.